From a dataset of the Open Reaction Database (ORD), a public repository of structured organic reaction records. describe an organic reaction: reactants, conditions, products, and yield The reactants are CC#CCn1c(N2CCN(C(=O)OC(C)(C)C)CC2)nc2c1c(=O)n(CCc1ccccc1)c(=O)n2CC(=O)OCC, CCO, Cl, [Na+], [OH-]. Yields the product CC#CCn1c(N2CCN(C(=O)OC(C)(C)C)CC2)nc2c1c(=O)n(CCc1ccccc1)c(=O)n2CC(=O)O. RXN SMILES: [C:1]([CH3:2])([CH3:3])([CH3:4])[O:5][C:6](=[O:7])[N:8]1[CH2:9][CH2:10][N:11]([c:14]2[n:15][c:16]3[n:17]([CH2:37][C:38](=[O:39])[O:40][CH2:41][CH3:42])[c:18](=[O:36])[n:19]([CH2:28][CH2:29][c:30]4[cH:31][cH:32][cH:33][cH:34][cH:35]4)[c:20](=[O:27])[c:21]3[n:22]2[CH2:23][C:24]#[C:25][CH3:26])[CH2:12][CH2:13]1.[CH3:46][CH2:47][OH:48].[ClH:45].[Na+:44].[OH-:43]>>[C:1]([CH3:2])([CH3:3])([CH3:4])[O:5][C:6](=[O:7])[N:8]1[CH2:9][CH2:10][N:11]([c:14]2[n:15][c:16]3[n:17]([CH2:37][C:38](=[O:39])[OH:40])[c:18](=[O:36])[n:19]([CH2:28][CH2:29][c:30]4[cH:31][cH:32][cH:33][cH:34][cH:35]4)[c:20](=[O:27])[c:21]3[n:22]2[CH2:23][C:24]#[C:25][CH3:26])[CH2:12][CH2:13]1.